This data is from the Open Reaction Database (ORD), a public repository of structured organic reaction records. The task is: describe an organic reaction: reactants, conditions, products, and yield The reactants are O (Water), solution, [H-].C(C(C)C)[Al+]CC(C)C (diisobutylaluminum hydride), CCOC(=O)[C@H]1N(CCC1)C(=O)OC(C)(C)C ((2S)-pyrrolidine-1,2-dicarboxylic acid 1-tert-butyl ester 2-ethyl ester). The solvent is C1(=CC=CC=C1)C (toluene), C(C)OCC (diethyl ether). Run at temperature -78 celsius, time 3 hour. Yields the product C(C)(C)(C)OC(=O)N1[C@H](C=O)CCC1 (N-t-butyloxycarbonyl-(S)-prolinal). The yield is 71.2%. As a reaction SMILES: [H-].C([Al+]CC(C)C)C(C)C.CC[O:13][C:14]([C@@H:16]1[CH2:20][CH2:19][CH2:18][N:17]1[C:21]([O:23][C:24]([CH3:27])([CH3:26])[CH3:25])=[O:22])=O.O>C1(C)C=CC=CC=1.C(OCC)C>[C:24]([O:23][C:21]([N:17]1[CH2:18][CH2:19][CH2:20][C@H:16]1[CH:14]=[O:13])=[O:22])([CH3:27])([CH3:25])[CH3:26] |f:0.1|. Procedure: At −78° C., a 1.2 M solution of diisobutylaluminum hydride (31.7 ml, 38 mmol) in toluene was added dropwise to a solution of (2S)-pyrrolidine-1,2-dicarboxylic acid 1-tert-butyl ester 2-ethyl ester (4.02 g, 16.5 mmol) in diethyl ether (1.5 ml). The reaction mixture was stirred for 3 h at −78° C. Water (9.9 ml) was added dropwise. The reaction mixture was warmed to room temperature. The mixture was filtered through a plug of celite. The celite was washed with tert-butyl methyl ether (3×100 ml). Th... Starting materials: C1=NC=CC2=CC=CC=C12 (isoquinoline), C1(CCCCC1)=O (cyclohexanone). Reagents/catalysts: [Cu]I (CuI). The solvent is CN1C(CCC1)=O (N-methylpyrrolidone). Yields the product C=CC#N.C=CC1=CC=CC=C1 (Lustran SAN). Yield: 10.0%. RXN SMILES: [CH:1]1[C:10]2[C:5](=[CH:6][CH:7]=[CH:8][CH:9]=2)[CH:4]=[CH:3][N:2]=1.C1(=O)CCCCC1>CN1CCCC1=O.[Cu]I>[CH2:9]=[CH:10][C:1]#[N:2].[CH2:3]=[CH:4][C:5]1[CH:10]=[CH:9][CH:8]=[CH:7][CH:6]=1 |f:4.5|. Procedure: A solution of 2.0 g. CuI, 1.4 g. isoquinoline (1:1 ratio), 50.0 g. N-methylpyrrolidone solvent, 46.6 g. cyclohexanone and 0.20 g. Lustran SAN 31-1,000 (10% on CuI) was prepared. The resulting coating solution was coated on 7 mil raw PET with number 10 Meyer rod and dried three minutes at 240° F. The coating had very good uniformity and clarity and was gold and blue iridescent and lustrous. The resistivity measured 13-20×107 Ω/sq. The solution after time showed some precipitation, which crystals ... As a reaction SMILES: [CH2:1]([N:8]1[C@H:17]2[C@@H:12]([CH2:13][CH2:14][C:15](=O)[CH2:16]2)[CH2:11][CH2:10][CH2:9]1)[C:2]1[CH:7]=[CH:6][CH:5]=[CH:4][CH:3]=1.Cl.[NH2:20][OH:21]>C(O)C.N1C=CC=CC=1>[CH2:1]([N:8]1[C@H:17]2[C@@H:12]([CH2:13][CH2:14][C:15](=[N:20][OH:21])[CH2:16]2)[CH2:11][CH2:10][CH2:9]1)[C:2]1[CH:7]=[CH:6][CH:5]=[CH:4][CH:3]=1 |f:1.2|. The product is C(C1=CC=CC=C1)N1CCC[C@@H]2CCC(C[C@@H]12)=NO ((±)-1-benzyl-trans-decahydro-7-quinolinone oxime). Starting materials: C(C1=CC=CC=C1)N1CCC[C@@H]2CCC(C[C@@H]12)=O ((±)-1-benzyl-trans-decahydro-7-quinolinone), Cl.NO (hydroxylamine hydrochloride). Run in C(C)O (ethanol), N1=CC=CC=C1 (pyridine). Procedure: To (±)-1-benzyl-trans-decahydro-7-quinolinone (D.11) (1.17 g), dissolved in ethanol (20 ml) and pyridine (0.8 ml), was added hydroxylamine hydrochloride (0.4 g), and the mixture was heated under reflux for 1 hr. On cooling, the ethanol was removed under reduced pressure and the residue was treated with dilute potassium carbonate solution. The product was extracted with chloroform and dried (K2CO3). Removal of the solvent afforded crude (±)-1-benzyl-trans-decahydro-7-quinolinone oxime (D.12) (1.1... The yield is 88.0%.